Dataset: the Open Reaction Database (ORD), a public repository of structured organic reaction records. Task: describe an organic reaction: reactants, conditions, products, and yield Starting materials: C, CN(C)C1CCN(c2ccc(OCc3ccccc3)c(C(=O)Nc3cc(-c4ccccc4)ccc3C(=O)OC(C)(C)C)c2)CC1, CO, CCOC(C)=O, ClC(Cl)Cl, [Pd]. Yields the product CN(C)C1CCN(c2ccc(O)c(C(=O)Nc3cc(-c4ccccc4)ccc3C(=O)OC(C)(C)C)c2)CC1. As a reaction SMILES: [C:58].[CH2:1]([c:2]1[cH:3][cH:4][cH:5][cH:6][cH:7]1)[O:8][c:9]1[c:10]([C:11](=[O:12])[NH:13][c:14]2[c:15]([C:16](=[O:17])[O:18][C:19]([CH3:20])([CH3:21])[CH3:22])[cH:23][cH:24][c:25](-[c:27]3[cH:28][cH:29][cH:30][cH:31][cH:32]3)[cH:26]2)[cH:33][c:34]([N:37]2[CH2:38][CH2:39][CH:40]([N:43]([CH3:44])[CH3:45])[CH2:41][CH2:42]2)[cH:35][cH:36]1.[CH3:50][OH:51].[CH3:52][CH2:53][O:54][C:55](=[O:56])[CH3:57].[CH:46]([Cl:47])([Cl:48])[Cl:49].[Pd:59]>>[OH:8][c:9]1[c:10]([C:11](=[O:12])[NH:13][c:14]2[c:15]([C:16](=[O:17])[O:18][C:19]([CH3:20])([CH3:21])[CH3:22])[cH:23][cH:24][c:25](-[c:27]3[cH:28][cH:29][cH:30][cH:31][cH:32]3)[cH:26]2)[cH:33][c:34]([N:37]2[CH2:38][CH2:39][CH:40]([N:43]([CH3:44])[CH3:45])[CH2:41][CH2:42]2)[cH:35][cH:36]1. Starting materials: F.NC1=NC=C(C=N1)C=1C=C(C=CC1)NC1=C(C=C(C=C1)I)[N+](=O)[O-] (N-(3-(2-aminopyrimid-5-yl)phenyl)-2-nitro-4-iodoaniline hydrofluoride), O1C=C(C=C1)B(O)O (3-furanylboronic acid). Yields the product NC1=NC=C(C=N1)C=1C=C(C=CC1)NC1=C(C=C(C=C1)C1=COC=C1)[N+](=O)[O-] (N-(3-(2-Aminopyrimid-5-yl)phenyl)-4-(3-furanyl)-2-nitroaniline). As a reaction SMILES: F.[NH2:2][C:3]1[N:8]=[CH:7][C:6]([C:9]2[CH:10]=[C:11]([NH:15][C:16]3[CH:21]=[CH:20][C:19](I)=[CH:18][C:17]=3[N+:23]([O-:25])=[O:24])[CH:12]=[CH:13][CH:14]=2)=[CH:5][N:4]=1.[O:26]1[CH:30]=[CH:29][C:28](B(O)O)=[CH:27]1>>[NH2:2][C:3]1[N:8]=[CH:7][C:6]([C:9]2[CH:10]=[C:11]([NH:15][C:16]3[CH:21]=[CH:20][C:19]([C:28]4[CH:29]=[CH:30][O:26][CH:27]=4)=[CH:18][C:17]=3[N+:23]([O-:25])=[O:24])[CH:12]=[CH:13][CH:14]=2)=[CH:5][N:4]=1 |f:0.1|. Reported procedure: N-(3-(2-Aminopyrimid-5-yl)phenyl)-4-(3-furanyl)-2-nitroaniline (71) was prepared analogously from 6l (Example 10) and 3-furanylboronic acid in quantitative yield. Mp 185-186° C. Yields the product CCCCC(=O)C(Cc1ccc(-c2ccccc2C#N)cc1F)C(=O)OC. RXN SMILES: [Br:14][CH2:15][c:16]1[c:17]([F:30])[cH:18][c:19](-[c:22]2[c:23]([C:28]#[N:29])[cH:24][cH:25][cH:26][cH:27]2)[cH:20][cH:21]1.[Cl-:31].[H-:12].[NH4+:32].[Na+:13].[O:1]=[C:2]([CH2:3][C:4](=[O:5])[O:6][CH3:7])[CH2:8][CH2:9][CH2:10][CH3:11].[O:33]1[CH2:34][CH2:35][CH2:36][CH2:37]1.[OH2:38]>>[O:1]=[C:2]([CH:3]([C:4](=[O:5])[O:6][CH3:7])[CH2:15][c:16]1[c:17]([F:30])[cH:18][c:19](-[c:22]2[c:23]([C:28]#[N:29])[cH:24][cH:25][cH:26][cH:27]2)[cH:20][cH:21]1)[CH2:8][CH2:9][CH2:10][CH3:11]. Reactants: N#Cc1ccccc1-c1ccc(CBr)c(F)c1, [Cl-], [H-], [NH4+], [Na+], CCCCC(=O)CC(=O)OC, C1CCOC1, O.